Dataset: the Open Reaction Database (ORD), a public repository of structured organic reaction records. Task: describe an organic reaction: reactants, conditions, products, and yield RXN SMILES: [C:1]([O:2][C:3](=[O:4])[NH:7][CH:8]([C:9]([CH3:10])([CH3:11])[CH3:12])[C:13](=[O:14])[N:15]1[CH:16]2[CH:17]([CH2:18][CH2:19]1)[N:20]([C:36]([CH2:37][NH:38][C:39](=[O:40])[O:41][CH2:42][c:43]1[cH:44][cH:45][cH:46][cH:47][cH:48]1)=[O:49])[CH2:21][CH:22]2[C:23]([NH:24][c:25]1[cH:26][cH:27][cH:28][c:29]2[cH:30][cH:31][cH:32][cH:33][c:34]12)=[O:35])([CH3:5])([CH3:6])[CH3:50].[Cl:58][CH2:59][Cl:60].[F:51][C:52]([F:53])([F:54])[C:55]([OH:56])=[O:57]>>[NH2:7][CH:8]([C:9]([CH3:10])([CH3:11])[CH3:12])[C:13](=[O:14])[N:15]1[CH:16]2[CH:17]([CH2:18][CH2:19]1)[N:20]([C:36]([CH2:37][NH:38][C:39](=[O:40])[O:41][CH2:42][c:43]1[cH:44][cH:45][cH:46][cH:47][cH:48]1)=[O:49])[CH2:21][CH:22]2[C:23]([NH:24][c:25]1[cH:26][cH:27][cH:28][c:29]2[cH:30][cH:31][cH:32][cH:33][c:34]12)=[O:35]. The reactants are CC(C)(C)OC(=O)NC(C(=O)N1CCC2C1C(C(=O)Nc1cccc3ccccc13)CN2C(=O)CNC(=O)OCc1ccccc1)C(C)(C)C, ClCCl, O=C(O)C(F)(F)F. Yields the product CC(C)(C)C(N)C(=O)N1CCC2C1C(C(=O)Nc1cccc3ccccc13)CN2C(=O)CNC(=O)OCc1ccccc1. The reactants are C(C)OC(CSC1=CN=C(S1)NC(=O)N(C1=CC(=CC=C1)S(N)(=O)=O)CC1CCCC1)=O ({2-[3-cyclopentylmethyl-3-(3-sulfamoyl-phenyl)-ureido]-thiazol-5-ylsulfanyl}-acetic acid ethyl ester), C(C)OC(CSC1=CN=C(S1)N)=O ((2-amino-thiazol-5-ylsulfanyl)acetic acid ethyl ester), C1(CCCC1)CN(C(NC=1SC=C(N1)CC(=O)O)=O)C1=CC=C(C=C1)S(=O)(=O)C ({2-[3-cyclopentylmethyl-3-(4-methanesulfonyl-phenyl)-ureido]-thiazol-4-yl}-acetic acid), C1(CCCC1)CNC1=CC(=CC=C1)S(N)(=O)=O (cyclopentylmethyl-(3-sulfamoyl-phenyl)-amine). Yields the product C1(CCCC1)CN(C(NC=1SC(=CN1)SCC(=O)O)=O)C1=CC(=CC=C1)S(N)(=O)=O ({2-[3-Cyclopentylmethyl-3-(3-sulfamoyl-phenyl)-ureido]-thiazol-5-ylsulfanyl}-acetic acid). RXN SMILES: C([O:3][C:4](=[O:32])[CH2:5][S:6][C:7]1[S:11][C:10]([NH:12][C:13]([N:15]([CH2:26][CH:27]2[CH2:31][CH2:30][CH2:29][CH2:28]2)[C:16]2[CH:21]=[CH:20][CH:19]=[C:18]([S:22](=[O:25])(=[O:24])[NH2:23])[CH:17]=2)=[O:14])=[N:9][CH:8]=1)C.C1(CN(C2C=CC(S(C)(=O)=O)=CC=2)C(=O)NC2SC=C(CC(O)=O)N=2)CCCC1.C1(CNC2C=CC=C(S(=O)(=O)N)C=2)CCCC1.C(OC(=O)CSC1SC(N)=NC=1)C>>[CH:27]1([CH2:26][N:15]([C:16]2[CH:21]=[CH:20][CH:19]=[C:18]([S:22](=[O:24])(=[O:25])[NH2:23])[CH:17]=2)[C:13](=[O:14])[NH:12][C:10]2[S:11][C:7]([S:6][CH2:5][C:4]([OH:32])=[O:3])=[CH:8][N:9]=2)[CH2:31][CH2:30][CH2:29][CH2:28]1. Procedure details: The title compound was prepared via {2-[3-cyclopentylmethyl-3-(3-sulfamoyl-phenyl)-ureido]-thiazol-5-ylsulfanyl}-acetic acid ethyl ester in a similar manner as described for the synthesis of {2-[3-cyclopentylmethyl-3-(4-methanesulfonyl-phenyl)-ureido]-thiazol-4-yl}-acetic acid, using cyclopentylmethyl-(3-sulfamoyl-phenyl)-amine and (2-amino-thiazol-5-ylsulfanyl)acetic acid ethyl ester The reactants are NN (hydrazine), CCOC(=O)C (EtOAc), COC1=CC=C(C=C1)N1C(C(C1C1=CC=C(C(=O)OC)C=C1)CCCC1=CC=CC=C1)=O (methyl 4-[1-(4-methoxyphenyl)-3-(3-phenylpropyl)-2-oxo-4-azetidinyl]benzoate), O.NN (hydrazine hydrate), EtOAc hexanes. Solvent: CO (CH3OH). Yields the product COC1=CC=C(C=C1)N1C(C(C1C1=CC=C(C(=O)NN)C=C1)CCCC1=CC=CC=C1)=O (4-[1-(4-Methoxyphenyl)-3-(3-phenylpropyl)-2-oxo-4-azetidinyl]benzoic Acid Hydrazide). The yield is 50.6%. As a reaction SMILES: [CH3:1][O:2][C:3]1[CH:8]=[CH:7][C:6]([N:9]2[CH:12]([C:13]3[CH:22]=[CH:21][C:16]([C:17](OC)=[O:18])=[CH:15][CH:14]=3)[CH:11]([CH2:23][CH2:24][CH2:25][C:26]3[CH:31]=[CH:30][CH:29]=[CH:28][CH:27]=3)[C:10]2=[O:32])=[CH:5][CH:4]=1.O.[NH2:34][NH2:35].NN.CCOC(C)=O>CO>[CH3:1][O:2][C:3]1[CH:8]=[CH:7][C:6]([N:9]2[CH:12]([C:13]3[CH:22]=[CH:21][C:16]([C:17]([NH:34][NH2:35])=[O:18])=[CH:15][CH:14]=3)[CH:11]([CH2:23][CH2:24][CH2:25][C:26]3[CH:31]=[CH:30][CH:29]=[CH:28][CH:27]=3)[C:10]2=[O:32])=[CH:5][CH:4]=1 |f:1.2|. Procedure: Reflux a mixture of the product of Step 1 (7.5 g, 17.5 mmol, 12/1 trans/cis mixture) and hydrazine hydrate (4.7 mL, 87.3 mmol) in CH3OH (40 mL) overnight, monitoring the reaction by TLC (30% EtOAc/hexanes) and adding additional hydrazine and refluxing further as necessary. Evaporate most of the solvent in vacuo and partition the resultant residue between water and EtOAc. Wash with water and brine, dry over Na2SO4 and concentrate onto silica gel to obtain a free-flowing powder. Load the powder on... Starting materials: NC1=C(C=C(C=C1C(F)(F)F)/C=C/C(=O)N1C(OC[C@H]1CC1=CC=CC=C1)=O)Cl ((R)-3-[(E)-3-(4-amino-3-chloro-5-trifluoromethyl-phenyl)-acryloyl]-4-benzyl-oxazolidin-2-one). The reagents and catalysts are [Ni] (Raney nickel). Solvent: CO (MeOH). Run at time 2 hour. The product is NC1=C(C=C(C=C1C(F)(F)F)CCC(=O)N1C(OC[C@H]1CC1=CC=CC=C1)=O)Cl ((R)-3-[3-(4-amino-3-chloro-5-trifluoromethyl-phenyl)-propionyl]-4-benzyl-oxazolidin-2-one). Reaction SMILES: [NH2:1][C:2]1[C:7]([C:8]([F:11])([F:10])[F:9])=[CH:6][C:5](/[CH:12]=[CH:13]/[C:14]([N:16]2[C@H:20]([CH2:21][C:22]3[CH:27]=[CH:26][CH:25]=[CH:24][CH:23]=3)[CH2:19][O:18][C:17]2=[O:28])=[O:15])=[CH:4][C:3]=1[Cl:29]>[Ni].CO>[NH2:1][C:2]1[C:7]([C:8]([F:9])([F:10])[F:11])=[CH:6][C:5]([CH2:12][CH2:13][C:14]([N:16]2[C@H:20]([CH2:21][C:22]3[CH:23]=[CH:24][CH:25]=[CH:26][CH:27]=3)[CH2:19][O:18][C:17]2=[O:28])=[O:15])=[CH:4][C:3]=1[Cl:29]. Reported procedure: A mixture of 23.7 g (55.8 mmol) of (R)-3-[(E)-3-(4-amino-3-chloro-5-trifluoromethyl-phenyl)-acryloyl]-4-benzyl-oxazolidin-2-one, 400 mL of MeOH and 5.0 g of Raney nickel was shaken for 2 h at RT and 3 bar of H2 in a Parr autoclave. The catalyst was suction filtered and the solvent removed i. vac. The desired product was obtained in the form of a yellow oil. The reactants are C(\C=C/C(=O)O)(=O)O (maleic acid), Cl.FC1=CC=C2C(=NNC2=C1)C1CCN(CC1)CCN1C(C=2C(C1=O)=CC=CC2)=O (N-[2-[4-(6-fluoro-1H-indazol-3-yl)-1-piperidinyl]ethyl]phthalimide hydrochloride), [H-].[Al+3].[Li+].[H-].[H-].[H-] (lithium aluminum hydride), solution. The solvent is CO (methanol), C1CCOC1 (THF), C1CCOC1 (THF). Yields the product dimaleate, C(\C=C/C(=O)O)(=O)O.C(\C=C/C(=O)O)(=O)O.FC1=CC=C2C(=NNC2=C1)C1CCN(CC1)CCN1CC2=CC=CC=C2C1 (4-(6-Fluoro-1H-indazol-3-yl)-1-[2-(2,3-dihydro-1H-isoindol-2-yl)ethyl]piperidine dimaleate). Reaction SMILES: Cl.[F:2][C:3]1[CH:11]=[C:10]2[C:6]([C:7]([CH:12]3[CH2:17][CH2:16][N:15]([CH2:18][CH2:19][N:20]4[C:24](=O)[C:23]5=[CH:26][CH:27]=[CH:28][CH:29]=[C:22]5[C:21]4=O)[CH2:14][CH2:13]3)=[N:8][NH:9]2)=[CH:5][CH:4]=1.[H-].[Al+3].[Li+].[H-].[H-].[H-].[C:37]([OH:44])(=[O:43])/[CH:38]=[CH:39]\[C:40]([OH:42])=[O:41]>C1COCC1.CO>[C:37]([OH:44])(=[O:43])/[CH:38]=[CH:39]\[C:40]([OH:42])=[O:41].[C:37]([OH:44])(=[O:43])/[CH:38]=[CH:39]\[C:40]([OH:42])=[O:41].[F:2][C:3]1[CH:11]=[C:10]2[C:6]([C:7]([CH:12]3[CH2:17][CH2:16][N:15]([CH2:18][CH2:19][N:20]4[CH2:24][C:23]5[C:22](=[CH:29][CH:28]=[CH:27][CH:26]=5)[CH2:21]4)[CH2:14][CH2:13]3)=[N:8][NH:9]2)=[CH:5][CH:4]=1 |f:0.1,2.3.4.5.6.7,11.12.13|. Procedure: To a solution of N-[2-[4-(6-fluoro-1H-indazol-3-yl)-1-piperidinyl]ethyl]phthalimide hydrochloride (Example 183) (3.1 g, 7.91 mmol) in THF (100 ml) was added lithium aluminum hydride (16.6 ml of a 1.0M solution in THF, 16.6 mmol) at room temperature, under nitrogen. The reaction mixture was warmed to reflux for 6.5 hours and cooled to room temperature. The reaction was quenched with water (1.5 ml, dropwise) and the precipitated salts were removed via filtration. The solids were washed with DCM an... Reaction SMILES: [Cl:1][C:2]1[C:9]([NH2:10])=[CH:8][C:5]([C:6]#[N:7])=[CH:4][C:3]=1[NH2:11].[C:12]([O:15][CH2:16][C:17](Cl)=[O:18])(=[O:14])[CH3:13]>N1C=CC=CC=1>[C:12]([O:15][CH2:16][C:17]([NH:11][C:3]1[CH:4]=[C:5]([CH:8]=[C:9]([NH:10][C:17](=[O:18])[CH2:16][O:15][C:12](=[O:14])[CH3:13])[C:2]=1[Cl:1])[C:6]#[N:7])=[O:18])(=[O:14])[CH3:13]. Run at time 3 hour. The reactants are ClC1=C(C=C(C#N)C=C1N)N (4-chloro-3,5-diaminobenzonitrile), C(C)(=O)OCC(=O)Cl (acetoxyacetyl chloride). Solvent: N1=CC=CC=C1 (pyridine). The product is C(C)(=O)OCC(=O)NC=1C=C(C#N)C=C(C1Cl)NC(COC(C)=O)=O (3,5-bis(acetoxyacetylamino)-4-chlorobenzonitrile). Reported procedure: To a solution of 4-chloro-3,5-diaminobenzonitrile (6.7 g) in pyridine (150 ml) is added dropwise acetoxyacetyl chloride (9.5 ml) at room temperature. The mixture is stirred at room temperature for 3 hours, and thereafter, pyridine is distilled off under reduced pressure. To the residue is added water, and the resulting solid substance is separated by filtration and dissolved in chloroform, and the insoluble substance is filtered off. The filtrate is washed with water and then with aqueous satura...